From a dataset of the Open Reaction Database (ORD), a public repository of structured organic reaction records. describe an organic reaction: reactants, conditions, products, and yield RXN SMILES: [C:10]([CH3:11])([Li:12])([CH3:13])[CH3:14].[CH2:18]1[O:19][CH2:20][CH2:21][CH2:22]1.[I:15][CH2:16][CH3:17].[s:1]1[c:2]2[c:3]([cH:4][cH:5]1)[cH:6][cH:7][cH:8][cH:9]2>>[s:1]1[c:2]2[c:3]([cH:4][c:5]1[CH2:10][CH3:11])[cH:6][cH:7][cH:8][cH:9]2. Product: CCc1cc2ccccc2s1. Reactants: [Li]C(C)(C)C, C1CCOC1, CCI, c1ccc2sccc2c1. Starting materials: CCC(C)C1=CC=CC=C1OC(=O)NC (BPMC), C=CC1=CC=CC=C1 (styrene), C(C1=CC=CC=C1)(=O)OOC(C1=CC=CC=C1)=O (benzoyl peroxide), O=O (oxygen). Solvent: CO (methanol). Reaction conditions: time 1 hour. The product is C=CC1=CC=CC=C1 (styrene), C([O-])(=O)O[O-] (peroxycarbonate). RXN SMILES: C[CH2:2][CH:3]([C:5]1[C:10]([O:11]C(NC)=O)=[CH:9][CH:8]=[CH:7][CH:6]=1)C.C=CC1C=CC=CC=1.C([O:32][O:33][C:34](=[O:41])C1C=CC=CC=1)(=O)C1C=CC=CC=1.O=O>CO>[CH2:2]=[CH:3][C:5]1[CH:10]=[CH:9][CH:8]=[CH:7][CH:6]=1.[C:34]([O:33][O-:32])(=[O:41])[O-:11]. Reported procedure: A glass ampoule having an inner volume of 20 ml was filled with 2.08 g of BPMC (purity 96.0% by weight), 8.0 g of refined styrene, and 0.1 g of benzoyl peroxide (purity 99.8% by weight), displaced with nitrogen gas, and then sealed by fusion. This ampoule was kept immersed in a constant oil bath at 100° C. for one hour. Then, the ampoule was taken out of the bath, cooled, and opened. The reaction product was dropped into 500 ml of methanol and allowed to precipitate therein. The white solid cons... Reactants: [BH4-], O=C(O)CCCCCCCCCCBr, C1CCOC1, COCCOCCOC, [Na+]. The product is OCCCCCCCCCCCBr. As a reaction SMILES: [BH4-:1].[Br:3][CH2:4][CH2:5][CH2:6][CH2:7][CH2:8][CH2:9][CH2:10][CH2:11][CH2:12][CH2:13][C:14](=[O:15])[OH:16].[CH2:26]1[O:27][CH2:28][CH2:29][CH2:30]1.[CH3:17][O:18][CH2:19][CH2:20][O:21][CH2:22][CH2:23][O:24][CH3:25].[Na+:2]>>[Br:3][CH2:4][CH2:5][CH2:6][CH2:7][CH2:8][CH2:9][CH2:10][CH2:11][CH2:12][CH2:13][CH2:14][OH:15]. Starting materials: CO, [Cl-], ClCCl, Cl, O=N[O-], CC(C)N(C(=O)c1ccc(N)cc1)C(C)C, [Na+], [Na+], [OH-], O, O, O. The product is CC(C)N(C(=O)c1ccc(NN)cc1)C(C)C. Reaction SMILES: [CH3:28][OH:29].[Cl-:23].[Cl:30][CH2:31][Cl:32].[ClH:27].[N:17]([O-:18])=[O:19].[NH2:1][c:2]1[cH:3][cH:4][c:5]([C:6](=[O:7])[N:8]([CH:9]([CH3:10])[CH3:11])[CH:12]([CH3:13])[CH3:14])[cH:15][cH:16]1.[Na+:20].[Na+:25].[OH-:24].[OH2:21].[OH2:22].[OH2:26]>>[NH:1]([c:2]1[cH:3][cH:4][c:5]([C:6](=[O:7])[N:8]([CH:9]([CH3:10])[CH3:11])[CH:12]([CH3:13])[CH3:14])[cH:15][cH:16]1)[NH2:17]. Isolated yield 50.0%. Reactants: [Br-].FC1=CC(=C(C=C1)C[P+](C1=CC=CC=C1)(C1=CC=CC=C1)C1=CC=CC=C1)NC(C=C)=O ([[4-fluoro-2[(1-oxo-2-propenyl)amino]phenyl]-methyl]triphenylphosphonium bromide), O (water), solution, CC(C)([O-])C.[K+] (potassium t-butoxide). Yields the product C(=C)C=1NC2=CC(=CC=C2C1)F (2-ethenyl-6-fluoro-1H-indole). Procedure details: A 71.5 g (0.14 mol) sample of [[4-fluoro-2[(1-oxo-2-propenyl)amino]phenyl]-methyl]triphenylphosphonium bromide was suspended in 1.6 L of toluene and heated under reflux briefly with azeotropic removal of water. A 180 mL (0.18 mol) solution of 1M potassium t-butoxide in THF was added dropwise under Ar. The mixture was heated under reflux for one hour, cooled, washed with dilute HCl and filtered. The organic phase was washed with brine, dried (MgSO4) and concentrated. The residue was crystallized ... As a reaction SMILES: [Br-].[F:2][C:3]1[CH:8]=[CH:7][C:6]([CH2:9][P+](C2C=CC=CC=2)(C2C=CC=CC=2)C2C=CC=CC=2)=[C:5]([NH:29][C:30](=O)[CH:31]=[CH2:32])[CH:4]=1.O.CC(C)([O-])C.[K+]>C1(C)C=CC=CC=1.C1COCC1>[CH:31]([C:30]1[NH:29][C:5]2[C:6]([CH:9]=1)=[CH:7][CH:8]=[C:3]([F:2])[CH:4]=2)=[CH2:32] |f:0.1,3.4|. The solvent is C1(=CC=CC=C1)C (toluene), C1CCOC1 (THF). Reactants: BrC1=C(C=CC=C1)C(O)C1=CC(=CC=C1)OC ((2-Bromo-phenyl)-(3-methoxy-phenyl)-methanol), [H-].[H-].[H-].[H-].[Li+].[Al+3] (LiAlH4), CCOC(=O)C (EtOAc), [Al+3].[Cl-].[Cl-].[Cl-] (AlCl3), [H-].[H-].[H-].[H-].[Li+].[Al+3] (LiAlH4). Run in CCOCC (Et2O), ice, CCOCC (Et2O). Run at temperature 0 celsius. Yields the product BrC1=C(CC=2C=C(C=CC2)OC)C=CC=C1 (3-(2-Bromobenzyl)-methoxy benzene). Isolated yield 75.4%. RXN SMILES: [H-].[H-].[H-].[H-].[Li+].[Al+3].[Al+3].[Cl-].[Cl-].[Cl-].[Br:11][C:12]1[CH:17]=[CH:16][CH:15]=[CH:14][C:13]=1[CH:18]([C:20]1[CH:25]=[CH:24][CH:23]=[C:22]([O:26][CH3:27])[CH:21]=1)O.CCOC(C)=O>CCOCC>[Br:11][C:12]1[CH:17]=[CH:16][CH:15]=[CH:14][C:13]=1[CH2:18][C:20]1[CH:21]=[C:22]([O:26][CH3:27])[CH:23]=[CH:24][CH:25]=1 |f:0.1.2.3.4.5,6.7.8.9|. Reported procedure: LiAlH4 (0.154 g, 4.06 mmol) was suspended in anhydrous Et2O (10 mL) under a N2 atmosphere and cooled (0° C.) with stirring. Anhydrous AlCl3 (1.08 g, 8.14 mmol)was dissolved in ice-cold anhydrous Et2O (20 mL) and added dropwise to the LiAlH4 suspension. After complete addition the suspension was stirred at the same temperature (20 min.). (2-Bromo-phenyl)-(3-methoxy-phenyl)-methanol [13] (0.68 g, 2.32 mmol) was dissolved in anhydrous Et2O (10 mL) and added dropwise via syringe to the suspension. A... Starting materials: BrCCCBr, CCCNS(=O)(=O)c1c(C)cc(C)cc1C, CCCCCC, CCOC(C)=O, [H-], [Na+], CN(C)C=O. Yields the product CCCN(CCCBr)S(=O)(=O)c1c(C)cc(C)cc1C. Reaction SMILES: [Br:19][CH2:20][CH2:21][CH2:22][Br:23].[CH2:3]([CH2:4][CH3:5])[NH:6][S:7](=[O:8])(=[O:9])[c:10]1[c:11]([CH3:18])[cH:12][c:13]([CH3:17])[cH:14][c:15]1[CH3:16].[CH3:24][CH2:25][CH2:26][CH2:27][CH2:28][CH3:29].[CH3:30][CH2:31][O:32][C:33]([CH3:34])=[O:35].[H-:2].[Na+:1].[O:36]=[CH:37][N:38]([CH3:39])[CH3:40]>>[CH2:3]([CH2:4][CH3:5])[N:6]([S:7](=[O:8])(=[O:9])[c:10]1[c:11]([CH3:18])[cH:12][c:13]([CH3:17])[cH:14][c:15]1[CH3:16])[CH2:22][CH2:21][CH2:20][Br:19]. Starting materials: N1CCC2(CC1)CSC1=C(O2)C2=CC=CC=C2C(C1=O)=O (spiro[naphtho[1,2-b][1,4]oxathiine-2,4′-piperidine]-5,6-dione), N1C(=NC2=C1C=CC=C2)C(=O)O (1H-benzimidazole-2-carboxylic acid). The product is N1C(=NC2=C1C=CC=C2)C(=O)N2CCC1(CC2)CSC2=C(O1)C1=CC=CC=C1C(C2=O)=O (1′-(1H-benzimidazol-2-ylcarbonyl)spiro[naphtho[1,2-b][1,4]oxathiine-2,4′-piperidine]-5,6-dione). As a reaction SMILES: [NH:1]1[CH2:6][CH2:5][C:4]2([O:11][C:10]3[C:12]4[C:17]([C:18](=[O:21])[C:19](=[O:20])[C:9]=3[S:8][CH2:7]2)=[CH:16][CH:15]=[CH:14][CH:13]=4)[CH2:3][CH2:2]1.[NH:22]1[C:26]2[CH:27]=[CH:28][CH:29]=[CH:30][C:25]=2[N:24]=[C:23]1[C:31](O)=[O:32]>>[NH:22]1[C:26]2[CH:27]=[CH:28][CH:29]=[CH:30][C:25]=2[N:24]=[C:23]1[C:31]([N:1]1[CH2:2][CH2:3][C:4]2([O:11][C:10]3[C:12]4[C:17]([C:18](=[O:21])[C:19](=[O:20])[C:9]=3[S:8][CH2:7]2)=[CH:16][CH:15]=[CH:14][CH:13]=4)[CH2:5][CH2:6]1)=[O:32]. Reported procedure: Compound 74 was synthesized using spiro[naphtho[1,2-b][1,4]oxathiine-2,4′-piperidine]-5,6-dione, 1H-benzimidazole-2-carboxylic acid and conditions outlined in procedure O. M.p.=266-268° C.; 400 MHz 1H NMR (DMSO-d6) δ: 13.17 (s, 1H), 7.92 (m, 2H), 7.76 (m, 2H), 7.56 (m, 2H), 7.24-7.35 (m, 2H), 5.46 (d, 1H), 4.48 (d, 1H), 3.82 (t, 0H), 3.33 (m, 1H), 3.18 (d, 2H), 2.17 (m, 2H), 1.85-2.04 (m, 2H); LCMS=446 [M+H]. Reactants: COC(=C(C#N)C#N)C1=CC=C(C=C1)[N+](=O)[O-] (2-(methoxy(4-nitrophenyl)methylene)malononitrile), [N+](=O)([O-])C1=CC=C(C(=O)O)C=C1 (4-nitrobenzoic acid), CNN (monomethylhydrazine), C(CC#N)#N (malononitrile), [H-].[Na+] (NaH), oil, C(=O)(O)[O-].[Na+] (NaHCO3), S(=O)(=O)(OC)OC (dimethyl sulfate), C(C(=O)Cl)(=O)Cl (oxalyl chloride), Cl (HCl). Solvent: C1CCOC1 (THF), C1CCOC1 (THF), ClCCl (dichloromethane), [Cl-].[Na+].O (brine), O1CCOCC1 (dioxane), [Cl-].[Na+].O (brine), CN(C)C=O (DMF). Conditions: time 2 hour. Yields the product NC1=C(C(=NN1C)C1=CC=C(C=C1)[N+](=O)[O-])C#N (5-amino-1-methyl-3-(4-nitrophenyl)-1H-pyrazole-4-carbonitrile). Reaction SMILES: [N+](C1C=CC(C(O)=O)=CC=1)([O-])=O.C(Cl)(=O)C(Cl)=O.C(#N)CC#N.[H-].[Na+].Cl.C([O-])(O)=O.[Na+].S(OC)(OC)(=O)=O.CO[C:41]([C:47]1[CH:52]=[CH:51][C:50]([N+:53]([O-:55])=[O:54])=[CH:49][CH:48]=1)=[C:42]([C:45]#[N:46])[C:43]#[N:44].[CH3:56][NH:57][NH2:58]>ClCCl.C1COCC1.[Cl-].[Na+].O.O1CCOCC1.CN(C=O)C>[NH2:44][C:43]1[N:57]([CH3:56])[N:58]=[C:41]([C:47]2[CH:52]=[CH:51][C:50]([N+:53]([O-:55])=[O:54])=[CH:49][CH:48]=2)[C:42]=1[C:45]#[N:46] |f:3.4,6.7,13.14.15|. Procedure: 4-nitrobenzoic acid (5 g, 29.9 mmol; Sigma-Aldrich) was combined with oxalyl chloride (13.1 mL, 149.5) and DMF (0.1 mL) in 50 mL of dichloromethane and stirred for 2 hours at room temperature to yield a clear yellow solution. The reaction mixture was concentrated in vacuo and washed twice with dichloromethane to yield a bright yellow solid. The solid was dissolved in dry THF and added drop-wise to a round bottom flask containing a cooled solution of malononitrile (2.96 g, 44.9 mmol) and NaH (8.4... Reactants: BrCc1ccccc1, CC(C)=O, O=Cc1ccccc1O, [Na+], [OH-], O. The product is O=Cc1ccccc1OCc1ccccc1. As a reaction SMILES: [Br:12][CH2:13][c:14]1[cH:15][cH:16][cH:17][cH:18][cH:19]1.[CH3:21][C:22](=[O:23])[CH3:24].[CH:3](=[O:4])[c:5]1[cH:6][cH:7][cH:8][cH:9][c:10]1[OH:11].[Na+:2].[OH-:1].[OH2:20]>>[CH:3](=[O:4])[c:5]1[cH:6][cH:7][cH:8][cH:9][c:10]1[O:11][CH2:13][c:14]1[cH:15][cH:16][cH:17][cH:18][cH:19]1.